From a dataset of the Open Reaction Database (ORD), a public repository of structured organic reaction records. describe an organic reaction: reactants, conditions, products, and yield Starting materials: O=C([O-])[O-], C=CCBr, COc1ccc2c(c1)C13CCNC(C2)C1(O)CCOC3, CC#N, [K+], [K+]. Yields the product C=CCN1CCC23COCCC2(O)C1Cc1ccc(OC)cc13. Reaction SMILES: [C:25](=[O:26])([O-:27])[O-:28].[CH2:21]([CH:22]=[CH2:23])[Br:24].[CH3:1][O:2][c:3]1[cH:4][cH:5][c:6]2[c:15]([cH:16]1)[C:14]13[C:9]([OH:20])([CH:8]([CH2:7]2)[NH:19][CH2:18][CH2:17]1)[CH2:10][CH2:11][O:12][CH2:13]3.[CH3:31][C:32]#[N:33].[K+:29].[K+:30]>>[CH3:1][O:2][c:3]1[cH:4][cH:5][c:6]2[c:15]([cH:16]1)[C:14]13[C:9]([OH:20])([CH:8]([CH2:7]2)[N:19]([CH2:23][CH:22]=[CH2:21])[CH2:18][CH2:17]1)[CH2:10][CH2:11][O:12][CH2:13]3. Reactants: CSc1c2ccccc2c(C=O)c2ccccc12, ClCCl, O=C(OO)c1cccc(Cl)c1. Product: CS(=O)c1c2ccccc2c(C=O)c2ccccc12. As a reaction SMILES: [CH3:1][S:2][c:3]1[c:4]2[cH:5][cH:6][cH:7][cH:8][c:9]2[c:10]([CH:17]=[O:18])[c:11]2[cH:12][cH:13][cH:14][cH:15][c:16]12.[Cl:30][CH2:31][Cl:32].[OH:19][O:20][C:21]([c:22]1[cH:23][c:24]([Cl:25])[cH:26][cH:27][cH:28]1)=[O:29]>>[CH3:1][S:2]([c:3]1[c:4]2[cH:5][cH:6][cH:7][cH:8][c:9]2[c:10]([CH:17]=[O:18])[c:11]2[cH:12][cH:13][cH:14][cH:15][c:16]12)=[O:19]. Reactants: CC(C)(C)[Si](C)(C)OCCBr, CN(C)C=O, CCOC(C)=O, [H-], O=[N+]([O-])c1cc[nH]n1, [Na+]. Yields the product CC(C)(C)[Si](C)(C)OCCn1ccc([N+](=O)[O-])n1. As a reaction SMILES: [Br:11][CH2:12][CH2:13][O:14][Si:15]([CH3:16])([CH3:17])[C:18]([CH3:19])([CH3:20])[CH3:21].[CH3:22][N:23]([CH3:24])[CH:25]=[O:26].[CH3:27][CH2:28][O:29][C:30](=[O:31])[CH3:32].[H-:9].[N+:1](=[O:2])([O-:3])[c:4]1[n:5][nH:6][cH:7][cH:8]1.[Na+:10]>>[N+:1](=[O:2])([O-:3])[c:4]1[n:5][n:6]([CH2:12][CH2:13][O:14][Si:15]([CH3:16])([CH3:17])[C:18]([CH3:19])([CH3:20])[CH3:21])[cH:7][cH:8]1. Reaction SMILES: CCN([C:6]1[CH:11]=[CH:10][C:9]2[C:12]([CH3:17])=[CH:13][C:14]([O:16][C:8]=2[CH:7]=1)=[O:15])CC.C1C(O)=CC=CC=1C.[F:26][C:27]1[CH:32]=[CH:31]C(I)=[CH:29][CH:28]=1.[Br:34]C1C=COC=1>>[F:26][C:27]1[CH:32]=[CH:31][C:17]([C:12]2[C:9]3[C:8](=[CH:7][C:6]([Br:34])=[CH:11][CH:10]=3)[O:16][C:14](=[O:15])[CH:13]=2)=[CH:29][CH:28]=1. Reported procedure: Following the procedures described for Coumarin 1, Steps 1 to 5, but substituting 3-bromophenol for m-cresol and 4-fluoroiodobenzene for 3-bromofuran, the title compound was obtained. Reactants: CCN(CC)C1=CC2=C(C=C1)C(=CC(=O)O2)C (Coumarin 1), BrC1=COC=C1 (3-bromofuran), C1=C(C=CC=C1O)C (m-cresol), FC1=CC=C(C=C1)I (4-fluoroiodobenzene). Product: FC1=CC=C(C=C1)C1=CC(OC2=CC(=CC=C12)Br)=O (4-(4-Fluorophenyl)-7-bromocoumarin).